This data is from the Open Reaction Database (ORD), a public repository of structured organic reaction records. The task is: describe an organic reaction: reactants, conditions, products, and yield Reactants: ClC1=NC=2N(C(=C1C1=CC=CC=C1)NC)C=CN2 (7-chloro-N-methyl-6-phenylimidazo[1,2-a]pyrimidin-5-amine), C(=O)C1=CC=C(C=C1)B(O)O (4-formylphenylboronic acid), C([O-])([O-])=O.[Na+].[Na+] (sodium carbonate). The reagents and catalysts are [Pd].C1(=CC=CC=C1)P(C1=CC=CC=C1)C1=CC=CC=C1.C1(=CC=CC=C1)P(C1=CC=CC=C1)C1=CC=CC=C1.C1(=CC=CC=C1)P(C1=CC=CC=C1)C1=CC=CC=C1.C1(=CC=CC=C1)P(C1=CC=CC=C1)C1=CC=CC=C1 (tetrakis(triphenylphosphine) palladium(0)). Solvent: O (water), ClCCl (dichloromethane), COCCOC (1,2-dimethoxyethane). Conditions: time 2 hour. Product: CNC1=C(C(=NC=2N1C=CN2)C2=CC=C(C=O)C=C2)C2=CC=CC=C2 (4-[5-(methylamino)-6-phenylimidazo[1,2-a]pyrimidin-7-yl]benzaldehyde). RXN SMILES: Cl[C:2]1[C:7]([C:8]2[CH:13]=[CH:12][CH:11]=[CH:10][CH:9]=2)=[C:6]([NH:14][CH3:15])[N:5]2[CH:16]=[CH:17][N:18]=[C:4]2[N:3]=1.[CH:19]([C:21]1[CH:26]=[CH:25][C:24](B(O)O)=[CH:23][CH:22]=1)=[O:20].C(=O)([O-])[O-].[Na+].[Na+]>COCCOC.O.ClCCl.[Pd].C1(P(C2C=CC=CC=2)C2C=CC=CC=2)C=CC=CC=1.C1(P(C2C=CC=CC=2)C2C=CC=CC=2)C=CC=CC=1.C1(P(C2C=CC=CC=2)C2C=CC=CC=2)C=CC=CC=1.C1(P(C2C=CC=CC=2)C2C=CC=CC=2)C=CC=CC=1>[CH3:15][NH:14][C:6]1[N:5]2[CH:16]=[CH:17][N:18]=[C:4]2[N:3]=[C:2]([C:24]2[CH:25]=[CH:26][C:21]([CH:19]=[O:20])=[CH:22][CH:23]=2)[C:7]=1[C:8]1[CH:13]=[CH:12][CH:11]=[CH:10][CH:9]=1 |f:2.3.4,8.9.10.11.12|. Reported procedure: To a mixture of 550 mg of the product of step 1 and 350 mg 4-formylphenylboronic acid in 10 ml 1,2-dimethoxyethane are, 55 mg tetrakis(triphenylphosphine) palladium(0) and 4 ml of a 10% w/w sodium carbonate solution are added and the resulting mixture is heated by microwave for 2 h. The work up is performed by diluting the reaction mixture with water and dichloromethane, separating the phases and extraction of the aqueous phase with dichloromethane. The combined organic layers are dried over sod... The reactants are COC(=O)C1=NC(=C(C(=C1OC)N)Cl)Br (methyl-4-amino-6-bromo-5-chloro-3-methoxypyridine-2-carboxylate), [OH-].[Na+] (NaOH). Run in CO (methanol). Conditions: time 4 hour. Product: NC1=C(C(=NC(=C1Cl)Br)C(=O)O)OC (4-Amino-6-bromo-5-chloro-3-methoxypyridine-2-carboxylic Acid). The yield is 80.1%. RXN SMILES: C[O:2][C:3]([C:5]1[C:10]([O:11][CH3:12])=[C:9]([NH2:13])[C:8]([Cl:14])=[C:7]([Br:15])[N:6]=1)=[O:4].[OH-].[Na+]>CO>[NH2:13][C:9]1[C:8]([Cl:14])=[C:7]([Br:15])[N:6]=[C:5]([C:3]([OH:4])=[O:2])[C:10]=1[O:11][CH3:12] |f:1.2|. Procedure details: To methyl-4-amino-6-bromo-5-chloro-3-methoxypyridine-2-carboxylate (0.300 g, 1.02 mmol) in 10 mL of methanol was added 1 N NaOH (1.10 mL, 1.10 mmol). The reaction mixture was stirred at room temperature for 4 hr and was then concentrated to dryness in vacuo. The resulting aqueous layer was acidified with concentrated HCl. The white solid was collected by filtration and was rinsed with H2O. The solid was dried at 50° C. under vacuum to give 0.230 g of a white fluffy solid; mp 154-156° C. The reactants are BrC=1C=C(SC1CC)C(CCC1=CC(=C(C(=C1)C)O)C)=O (1-(4-Bronno-5-ethyl-thiophen-2-yl)-3-(4-hydroxy-3,5-dimethyl-phenyl)-propan-1-one), C(C)C1=C(C=CC=C1)B(O)O (2-ethylphenylboronic acid). Reagents/catalysts: C1=CC=C(C=C1)P([C-]2C=CC=C2)C3=CC=CC=C3.C1=CC=C(C=C1)P([C-]2C=CC=C2)C3=CC=CC=C3.Cl[Pd]Cl.[Fe+2] (PdCl2(dppf)). The solvent is O1CCOCC1 (dioxane). Conditions: temperature 80 celsius, time 8 hour. Yields the product C(C)C1=C(C=C(S1)C(CCC1=CC(=C(C(=C1)C)O)C)=O)C1=C(C=CC=C1)CC (1-[5-ethyl-4-(2-ethyl-phenyl)-thiophen-2-yl]-3-(4-hydroxy-3,5-dimethyl-phenyl)-propan-1-one). RXN SMILES: Br[C:2]1[CH:3]=[C:4]([C:9](=[O:21])[CH2:10][CH2:11][C:12]2[CH:17]=[C:16]([CH3:18])[C:15]([OH:19])=[C:14]([CH3:20])[CH:13]=2)[S:5][C:6]=1[CH2:7][CH3:8].[CH2:22]([C:24]1[CH:29]=[CH:28][CH:27]=[CH:26][C:25]=1B(O)O)[CH3:23]>O1CCOCC1.C1C=CC(P(C2C=CC=CC=2)[C-]2C=CC=C2)=CC=1.C1C=CC(P(C2C=CC=CC=2)[C-]2C=CC=C2)=CC=1.Cl[Pd]Cl.[Fe+2]>[CH2:7]([C:6]1[S:5][C:4]([C:9](=[O:21])[CH2:10][CH2:11][C:12]2[CH:17]=[C:16]([CH3:18])[C:15]([OH:19])=[C:14]([CH3:20])[CH:13]=2)=[CH:3][C:2]=1[C:25]1[CH:26]=[CH:27][CH:28]=[CH:29][C:24]=1[CH2:22][CH3:23])[CH3:8] |f:3.4.5.6|. Procedure details: 1-(4-Bronno-5-ethyl-thiophen-2-yl)-3-(4-hydroxy-3,5-dimethyl-phenyl)-propan-1-one (45 mg, 123 μmol) and 2-ethylphenylboronic acid (22 mg, 148 μmol) are dissolved in degassed dioxane (0.8 mL) and degassed 2 M aq. Na2CO3 solution. To this solution PdCl2(dppf) (5 mg, 7 μmol) is added under a stream of argon. The mixture is stirred at 80° C. for 8 h. The mixture is cooled to rt and an aliquot is purified by prep. HPLC to give 1-[5-ethyl-4-(2-ethyl-phenyl)-thiophen-2-yl]-3-(4-hydroxy-3,5-dimethyl-phe... Starting materials: COc1ccc(N(C(=O)CN2C(=O)C(Cc3nn(C(=O)OC(C)(C)C)c4ccccc34)C(=O)N(c3cccs3)c3ccccc32)C(C)C)cc1, CCOCC, Cl, C1COCCO1. Product: COc1ccc(N(C(=O)CN2C(=O)C(Cc3n[nH]c4ccccc34)C(=O)N(c3cccs3)c3ccccc32)C(C)C)cc1. RXN SMILES: [C:1]([O:2][C:3](=[O:4])[n:8]1[n:9][c:10]([CH2:17][CH:18]2[C:19](=[O:50])[N:20]([c:45]3[s:46][cH:47][cH:48][cH:49]3)[c:21]3[c:22]([cH:41][cH:42][cH:43][cH:44]3)[N:23]([CH2:26][C:27](=[O:28])[N:29]([c:30]3[cH:31][cH:32][c:33]([O:36][CH3:37])[cH:34][cH:35]3)[CH:38]([CH3:39])[CH3:40])[C:24]2=[O:25])[c:11]2[cH:12][cH:13][cH:14][cH:15][c:16]12)([CH3:5])([CH3:6])[CH3:7].[CH3:52][CH2:53][O:54][CH2:55][CH3:56].[ClH:51].[O:57]1[CH2:58][CH2:59][O:60][CH2:61][CH2:62]1>>[nH:8]1[n:9][c:10]([CH2:17][CH:18]2[C:19](=[O:50])[N:20]([c:45]3[s:46][cH:47][cH:48][cH:49]3)[c:21]3[c:22]([cH:41][cH:42][cH:43][cH:44]3)[N:23]([CH2:26][C:27](=[O:28])[N:29]([c:30]3[cH:31][cH:32][c:33]([O:36][CH3:37])[cH:34][cH:35]3)[CH:38]([CH3:39])[CH3:40])[C:24]2=[O:25])[c:11]2[cH:12][cH:13][cH:14][cH:15][c:16]12. Reactants: COc1cc(C(=O)N2CCC(CCOS(C)(=O)=O)(c3ccc(Cl)c(Cl)c3)C2)cc(OC)c1OC, Cn1c(NC2CCNCC2)nc2ccccc21, CC#N, CCOC(C)=O, CCN(C(C)C)C(C)C. Yields the product COc1cc(C(=O)N2CCC(CCN3CCC(Nc4nc5ccccc5n4C)CC3)(c3ccc(Cl)c(Cl)c3)C2)cc(OC)c1OC. RXN SMILES: [CH3:1][O:2][c:3]1[cH:4][c:5]([C:6](=[O:7])[N:8]2[CH2:9][C:10]([CH2:13][CH2:14][O:15][S:16]([CH3:17])(=[O:18])=[O:19])([c:20]3[cH:21][c:22]([Cl:27])[c:23]([Cl:26])[cH:24][cH:25]3)[CH2:11][CH2:12]2)[cH:28][c:29]([O:33][CH3:34])[c:30]1[O:31][CH3:32].[CH3:35][n:36]1[c:37]([NH:45][CH:46]2[CH2:47][CH2:48][NH:49][CH2:50][CH2:51]2)[n:38][c:39]2[c:40]1[cH:41][cH:42][cH:43][cH:44]2.[CH3:61][C:62]#[N:63].[CH3:64][CH2:65][O:66][C:67](=[O:68])[CH3:69].[CH:52]([N:53]([CH2:54][CH3:55])[CH:56]([CH3:57])[CH3:58])([CH3:59])[CH3:60]>>[CH3:1][O:2][c:3]1[cH:4][c:5]([C:6](=[O:7])[N:8]2[CH2:9][C:10]([CH2:13][CH2:14][N:49]3[CH2:48][CH2:47][CH:46]([NH:45][c:37]4[n:36]([CH3:35])[c:40]5[c:39]([n:38]4)[cH:44][cH:43][cH:42][cH:41]5)[CH2:51][CH2:50]3)([c:20]3[cH:21][c:22]([Cl:27])[c:23]([Cl:26])[cH:24][cH:25]3)[CH2:11][CH2:12]2)[cH:28][c:29]([O:33][CH3:34])[c:30]1[O:31][CH3:32]. The reactants are ClC1=CC=C(C=C1)C(CC)(C1=NNN=C1)N1C=CC2=C(C=CC=C12)NC(OC(C)(C)C)=O (tert-butyl 1-(1-(4-chlorophenyl)-1-(2H-1,2,3-triazol-4-yl)propyl)-1H-indol-4-ylcarbamate), C([O-])([O-])=O.[K+].[K+] (potassium carbonate), ICC (iodoethane). The solvent is CN(C)C=O (DMF), [Cl-].[NH4+] (ammonium chloride). Reaction conditions: time 2 hour. Yields the product ClC1=CC=C(C=C1)C(CC)(C1=NN(N=C1)CC)N1C=CC2=C(C=CC=C12)NC(OC(C)(C)C)=O (tert-butyl 1-(1-(4-chlorophenyl)-1-(2-ethyl-2H-1,2,3-triazol-4-yl)propyl)-1H-indol-4-ylcarbamate). Reaction SMILES: [Cl:1][C:2]1[CH:7]=[CH:6][C:5]([C:8]([N:16]2[C:24]3[C:19](=[C:20]([NH:25][C:26](=[O:32])[O:27][C:28]([CH3:31])([CH3:30])[CH3:29])[CH:21]=[CH:22][CH:23]=3)[CH:18]=[CH:17]2)([C:11]2[CH:15]=[N:14][NH:13][N:12]=2)[CH2:9][CH3:10])=[CH:4][CH:3]=1.C(=O)([O-])[O-].[K+].[K+].I[CH2:40][CH3:41]>CN(C=O)C.[Cl-].[NH4+]>[Cl:1][C:2]1[CH:3]=[CH:4][C:5]([C:8]([N:16]2[C:24]3[C:19](=[C:20]([NH:25][C:26](=[O:32])[O:27][C:28]([CH3:31])([CH3:30])[CH3:29])[CH:21]=[CH:22][CH:23]=3)[CH:18]=[CH:17]2)([C:11]2[CH:15]=[N:14][N:13]([CH2:40][CH3:41])[N:12]=2)[CH2:9][CH3:10])=[CH:6][CH:7]=1 |f:1.2.3,6.7|. Procedure: A solution of tert-butyl 1-(1-(4-chlorophenyl)-1-(2H-1,2,3-triazol-4-yl)propyl)-1H-indol-4-ylcarbamate (150 mg, 0.33 mmol) in DMF (5 mL), was added potassium carbonate (91 mg, 0.66 mmol) and iodoethane (62 mg, 0.40 mmol). After stirring for 2 hours, the mixture was diluted with saturated aqueous ammonium chloride (10 mL) and extracted with EA. The combined organic layers were washed with brine (10 mL), dried over anhydrous sodium sulfate, filtered, and the solvent was removed in vacuo to afford ... Reactants: C(O)([O-])=O.[Na+] (sodium hydrogencarbonate), C(C)(=O)OCC (ethyl acetate), ClC(C(=O)C1=CN=C2N1C(=CC=C2)CN(CCCNS(=O)(=O)C(F)(F)F)C(=O)OC(C)(C)C)(Cl)Cl (3-trichloroacetyl-5-[N-tert-butoxycarbonyl-N-[3-(trifluoromethanesulfonamido)propan-1-yl]aminomethyl]imidazo[1,2-a]pyridine), I[Si](C)(C)C (iodotrimethylsilane), ice water. Solvent: C(Cl)(Cl)Cl (chloroform). Run at time 15 minute. Yields the product FC(S(=O)(=O)NCCCN1C(C2=CN=C3C=CC=C(C1)N32)=O)(F)F (4,5-dihydro-4[3-(trifluoromethane-sulfonamido)propan-1-yl]-3H-1,4,8b-triaza-acenaphthylene-3-one). The yield is 54.8%. RXN SMILES: ClC(Cl)(Cl)C([C:5]1[N:9]2[C:10]([CH2:14][N:15]([C:27](OC(C)(C)C)=[O:28])[CH2:16][CH2:17][CH2:18][NH:19][S:20]([C:23]([F:26])([F:25])[F:24])(=[O:22])=[O:21])=[CH:11][CH:12]=[CH:13][C:8]2=[N:7][CH:6]=1)=O.I[Si](C)(C)C.C(=O)([O-])O.[Na+].C(OCC)(=O)C>C(Cl)(Cl)Cl>[F:25][C:23]([F:24])([F:26])[S:20]([NH:19][CH2:18][CH2:17][CH2:16][N:15]1[CH2:14][C:10]2[N:9]3[C:5](=[CH:6][N:7]=[C:8]3[CH:13]=[CH:12][CH:11]=2)[C:27]1=[O:28])(=[O:21])=[O:22] |f:2.3|. Procedure details: To a solution of 1.16 g (2.00 mmol) of 3-trichloroacetyl-5-[N-tert-butoxycarbonyl-N-[3-(trifluoromethanesulfonamido)propan-1-yl]aminomethyl]imidazo[1,2-a]pyridine in 25 ml of chloroform was added dropwise 0.57 ml (4.00 mmol) of iodotrimethylsilane at room temperature. The reaction mixture was stirred for 15 minutes, which was then poured into ice-water, followed by neutralization with a saturated aqueous solution of sodium hydrogencarbonate. This solution was extractedith 150 ml of ethyl acetate...